Dataset: the Open Reaction Database (ORD), a public repository of structured organic reaction records. Task: describe an organic reaction: reactants, conditions, products, and yield Reactants: CC(=O)c1ccccc1-c1cccc2c1OCCN(C(=O)OC(C)(C)C)C2, CCOC(C)=O, CCOC(C)=O, Cl. Product: CC(=O)c1ccccc1-c1cccc2c1OCCNC2, Cl. As a reaction SMILES: [C:1]([CH3:2])(=[O:3])[c:4]1[c:5](-[c:10]2[cH:11][cH:12][cH:13][c:14]3[c:20]2[O:19][CH2:18][CH2:17][N:16]([C:21]([O:22][C:23]([CH3:24])([CH3:25])[CH3:26])=[O:27])[CH2:15]3)[cH:6][cH:7][cH:8][cH:9]1.[C:28]([O:29][CH2:30][CH3:31])(=[O:32])[CH3:33].[CH3:35][CH2:36][O:37][C:38](=[O:39])[CH3:40].[ClH:34]>>[C:1]([CH3:2])(=[O:3])[c:4]1[c:5](-[c:10]2[cH:11][cH:12][cH:13][c:14]3[c:20]2[O:19][CH2:18][CH2:17][NH:16][CH2:15]3)[cH:6][cH:7][cH:8][cH:9]1.[ClH:34]. Starting materials: COC(=O)[C@H]1N(C[C@@H](C1)S(=O)(=O)C1=C(C=CC=C1)C(F)(F)F)C(CC(C)=O)=S ((2S,4R)-1-(3-oxo-thiobutyryl)-4-(2-trifluoromethyl-benzenesulfonyl)-pyrrolidine-2-carboxylic acid methyl ester), Cl.N1=CC=C(C2=CC=CC=C12)NN (quinolin-4-yl-hydrazine hydrochloride). The product is COC(=O)[C@H]1N(C[C@@H](C1)S(=O)(=O)C1=C(C=CC=C1)C(F)(F)F)C=1N(N=C(C1)C)C1=CC=NC2=CC=CC=C12 ((2S,4R)-1-(5-Methyl-2-quinolin-4-yl-2H-pyrazol-3-yl)-4-(2-trifluoromethyl-benzenesulfonyl)-pyrrolidine-2-carboxylic acid methyl ester). Reaction SMILES: [CH3:1][O:2][C:3]([C@@H:5]1[CH2:9][C@@H:8]([S:10]([C:13]2[CH:18]=[CH:17][CH:16]=[CH:15][C:14]=2[C:19]([F:22])([F:21])[F:20])(=[O:12])=[O:11])[CH2:7][N:6]1[C:23](=S)[CH2:24][C:25](=O)[CH3:26])=[O:4].Cl.[N:30]1[C:39]2[C:34](=[CH:35][CH:36]=[CH:37][CH:38]=2)[C:33]([NH:40][NH2:41])=[CH:32][CH:31]=1>>[CH3:1][O:2][C:3]([C@@H:5]1[CH2:9][C@@H:8]([S:10]([C:13]2[CH:18]=[CH:17][CH:16]=[CH:15][C:14]=2[C:19]([F:20])([F:21])[F:22])(=[O:11])=[O:12])[CH2:7][N:6]1[C:23]1[N:40]([C:33]2[C:34]3[C:39](=[CH:38][CH:37]=[CH:36][CH:35]=3)[N:30]=[CH:31][CH:32]=2)[N:41]=[C:25]([CH3:26])[CH:24]=1)=[O:4] |f:1.2|. Procedure details: In analogy to the procedure described in example 192 h, (2S,4R)-1-(3-oxo-thiobutyryl)-4-(2-trifluoromethyl-benzenesulfonyl)-pyrrolidine-2-carboxylic acid methyl ester (example 192 g) was reacted with quinolin-4-yl-hydrazine hydrochloride (CAS Reg. No. 68500-41-4) to give the title compound as orange oil. MS (ESI): m/z=545.2 [M+H]+. Starting materials: C1CCOC1, Cc1onc(-c2ccccc2Cl)c1C(=O)Cl, ClCCl, CC(C)C(=O)Nc1cccc(C2CCN(CCCCN)CC2)c1. The product is Cc1onc(-c2ccccc2Cl)c1C(=O)NCCCCN1CCC(c2cccc(NC(=O)C(C)C)c2)CC1. Reaction SMILES: [CH2:40]1[O:41][CH2:42][CH2:43][CH2:44]1.[Cl:24][c:25]1[c:26](-[c:31]2[n:32][o:33][c:34]([CH3:39])[c:35]2[C:36](=[O:37])[Cl:38])[cH:27][cH:28][cH:29][cH:30]1.[Cl:45][CH2:46][Cl:47].[NH2:1][CH2:2][CH2:3][CH2:4][CH2:5][N:6]1[CH2:7][CH2:8][CH:9]([c:12]2[cH:13][c:14]([NH:18][C:19]([CH:20]([CH3:21])[CH3:22])=[O:23])[cH:15][cH:16][cH:17]2)[CH2:10][CH2:11]1>>[NH:1]([CH2:2][CH2:3][CH2:4][CH2:5][N:6]1[CH2:7][CH2:8][CH:9]([c:12]2[cH:13][c:14]([NH:18][C:19]([CH:20]([CH3:21])[CH3:22])=[O:23])[cH:15][cH:16][cH:17]2)[CH2:10][CH2:11]1)[C:36]([c:35]1[c:31](-[c:26]2[c:25]([Cl:24])[cH:30][cH:29][cH:28][cH:27]2)[n:32][o:33][c:34]1[CH3:39])=[O:37]. The reactants are N1(CCC2(CC1)CCC1=CC=CC=C12)C(=O)[C@@H](COCC1=CC=CC=C1)NC(C(C)(C)NC[C@@H](C)O)=O (N-[1(R)-[(2,3-dihydrospiro[1H-indene-1,4'-piperidin]-1'-yl)carbonyl]-2-(phenylmethyloxy)ethyl]-2-(2-(R)-hydroxypropyl)amino-2-methylpropanamide), Cl (HCl). The solvent is CC(=O)O (HOAc). Product: Cl.N1(CCC2(CC1)CCC1=CC=CC=C12)C(=O)[C@@H](COCC1=CC=CC=C1)NC(C(C)(C)NC[C@@H](C)O)=O (N-[1(R)-[(2,3-dihydrospiro[1H-indene-1,4'-piperidin]-1'-yl)carbonyl]-2-(phenylmethyloxy)ethyl]-2-(2-(R)-hydroxypropyl)amino-2-methylpropanamide hydrochloride). Reaction SMILES: [N:1]1([C:15]([C@H:17]([NH:27][C:28](=[O:37])[C:29]([NH:32][CH2:33][C@H:34]([OH:36])[CH3:35])([CH3:31])[CH3:30])[CH2:18][O:19][CH2:20][C:21]2[CH:26]=[CH:25][CH:24]=[CH:23][CH:22]=2)=[O:16])[CH2:6][CH2:5][C:4]2([C:14]3[C:9](=[CH:10][CH:11]=[CH:12][CH:13]=3)[CH2:8][CH2:7]2)[CH2:3][CH2:2]1.[ClH:38]>CC(O)=O>[ClH:38].[N:1]1([C:15]([C@H:17]([NH:27][C:28](=[O:37])[C:29]([NH:32][CH2:33][C@H:34]([OH:36])[CH3:35])([CH3:30])[CH3:31])[CH2:18][O:19][CH2:20][C:21]2[CH:22]=[CH:23][CH:24]=[CH:25][CH:26]=2)=[O:16])[CH2:6][CH2:5][C:4]2([C:14]3[C:9](=[CH:10][CH:11]=[CH:12][CH:13]=3)[CH2:8][CH2:7]2)[CH2:3][CH2:2]1 |f:3.4|. Procedure: To a solution of 20 mg of N-[1(R)-[(2,3-dihydrospiro[1H-indene-1,4'-piperidin]-1'-yl)carbonyl]-2-(phenylmethyloxy)ethyl]-2-(2-(R)-hydroxypropyl)amino-2-methylpropanamide (0.04 mmoles) in 1 mL of HOAc was added 0.01 mL of conc. HCl (0.12 mmoles), and the solution lyophyllized over night to give the title compound. Calc. for C30H41N3O4 +HCl:MW=507.7+HCl; found m/e=(m+1) 509.4. Reactants: O=C(OC1CC(CO)N(C(=O)OCc2ccc([N+](=O)[O-])cc2)C1)c1ccccc1, O, Cc1ccc(S(=O)(=O)Cl)cc1, c1ccncc1. Product: Cc1ccc(S(=O)(=O)OCC2CC(OC(=O)c3ccccc3)CN2C(=O)OCc2ccc([N+](=O)[O-])cc2)cc1. Reaction SMILES: [N+:1](=[O:2])([O-:3])[c:4]1[cH:5][cH:6][c:7]([CH2:8][O:9][C:10](=[O:11])[N:12]2[CH:13]([CH2:26][OH:27])[CH2:14][CH:15]([O:17][C:18]([c:19]3[cH:20][cH:21][cH:22][cH:23][cH:24]3)=[O:25])[CH2:16]2)[cH:28][cH:29]1.[OH2:47].[c:30]1([CH3:40])[cH:31][cH:32][c:33]([S:36](=[O:37])(=[O:38])[Cl:39])[cH:34][cH:35]1.[cH:41]1[cH:42][cH:43][n:44][cH:45][cH:46]1>>[N+:1](=[O:2])([O-:3])[c:4]1[cH:5][cH:6][c:7]([CH2:8][O:9][C:10](=[O:11])[N:12]2[CH:13]([CH2:26][O:27][S:36]([c:33]3[cH:32][cH:31][c:30]([CH3:40])[cH:35][cH:34]3)(=[O:37])=[O:38])[CH2:14][CH:15]([O:17][C:18]([c:19]3[cH:20][cH:21][cH:22][cH:23][cH:24]3)=[O:25])[CH2:16]2)[cH:28][cH:29]1. Reactants: O=C([O-])O, CCS(=O)(=O)c1ccc(NC(=O)C(C)(O)C(F)(F)F)c(Cl)c1SC, O=C(OO)c1cccc(Cl)c1, ClCCl, [Na+]. The product is CCS(=O)(=O)c1ccc(NC(=O)C(C)(O)C(F)(F)F)c(Cl)c1S(C)=O. As a reaction SMILES: [C:36](=[O:37])([O-:38])[OH:39].[Cl:1][c:2]1[c:3]([NH:15][C:16]([C:17]([C:18]([F:19])([F:20])[F:21])([CH3:22])[OH:23])=[O:24])[cH:4][cH:5][c:6]([S:10](=[O:11])(=[O:12])[CH2:13][CH3:14])[c:7]1[S:8][CH3:9].[Cl:25][c:26]1[cH:27][c:28]([C:33](=[O:30])[O:34][OH:35])[cH:29][cH:31][cH:32]1.[Cl:41][CH2:42][Cl:43].[Na+:40]>>[Cl:1][c:2]1[c:3]([NH:15][C:16]([C:17]([C:18]([F:19])([F:20])[F:21])([CH3:22])[OH:23])=[O:24])[cH:4][cH:5][c:6]([S:10](=[O:11])(=[O:12])[CH2:13][CH3:14])[c:7]1[S:8]([CH3:9])=[O:30]. The reactants are C(C)(=O)O (acetic acid), O=C1N(CC1)C1=C(C#N)C=CC=N1 (2-(2-oxoazetidin-1-yl)nicotinonitrile), BrBr (bromine). The reagents and catalysts are [Pd] (palladium). Solvent: CCOCC (Et2O). Conditions: time 8 hour. Yields the product Br.BrC1=CC2=C(NCCC(NC2)=O)N=C1 (8-bromo-2,3,5,6-tetrahydropyrido[2,3-b][1,5]diazocin-4(1H)-one hydrobromide). RXN SMILES: [O:1]=[C:2]1[CH2:5][CH2:4][N:3]1[C:6]1[N:13]=[CH:12][CH:11]=[CH:10][C:7]=1[C:8]#[N:9].C(O)(=O)C.[Br:18]Br>[Pd].CCOCC>[BrH:18].[Br:18][C:11]1[CH:12]=[N:13][C:6]2[NH:3][CH2:4][CH2:5][C:2](=[O:1])[NH:9][CH2:8][C:7]=2[CH:10]=1 |f:5.6|. Procedure details: A round bottom flask was purged with argon and charged with 2-(2-oxoazetidin-1-yl)nicotinonitrile (600 mg, 3.46 mmol) and palladium (10%) on activated carbon (250 mg, 0.23 mmol) followed by acetic acid (15 mL). The flask was stirred under a hydrogen balloon overnight. A TLC analysis indicated that the starting material has been consumed. The mixture was filtered through a pad of celite and the filtrate was treated with bromine (0.27 mL, 5.19 mmol) dropwise over 20 minutes. The yellow-orange susp... The reactants are COc1cc(N=C=O)c(Br)cc1C, O=C1C=CNC(c2cccnc2)C1. The product is COc1cc(NC(=O)N2C=CC(=O)CC2c2cccnc2)c(Br)cc1C. As a reaction SMILES: [Br:14][c:15]1[c:16]([N:24]=[C:25]=[O:26])[cH:17][c:18]([O:22][CH3:23])[c:19]([CH3:21])[cH:20]1.[NH:1]1[CH:2]([c:8]2[cH:9][n:10][cH:11][cH:12][cH:13]2)[CH2:3][C:4](=[O:7])[CH:5]=[CH:6]1>>[N:1]1([C:25]([NH:24][c:16]2[c:15]([Br:14])[cH:20][c:19]([CH3:21])[c:18]([O:22][CH3:23])[cH:17]2)=[O:26])[CH:2]([c:8]2[cH:9][n:10][cH:11][cH:12][cH:13]2)[CH2:3][C:4](=[O:7])[CH:5]=[CH:6]1. Product: N1=CC=C(C=C1)C(=O)N1C2=C(NC(C3=C1C=CC=C3)=O)C=CC=C2 (5,10-dihydro-5-[(4-pyridinyl)carbonyl]-11H-dibenzo[b,e][1,4]diazepin-11-on). Procedure: A mixture of 21.0 g (0.1 mol) of 5,10-dihydro-11H-dibenzo[b,e][1,4]diazepin-11-one, 23.0 g (0.129 mol) of isonicotinic acid chloride hydrochloride, 21 ml (0.26 mol) of pyridine and 300 ml of anhydrous dioxan was refluxed for 3 hours. After cooling, the mixture was poured into 1 liter of ice-cold water, acidified with conc. hydrochloric acid and extracted twice, each time with 200 ml of dichloromethane. The aqueous phase was made alkaline with methylene chloride. The combined methylene chloride e... Reaction SMILES: [CH:1]1[C:11]2[C:10](=[O:12])[NH:9][C:8]3[CH:13]=[CH:14][CH:15]=[CH:16][C:7]=3[NH:6][C:5]=2[CH:4]=[CH:3][CH:2]=1.Cl.[C:18](Cl)(=[O:25])[C:19]1[CH:24]=[CH:23][N:22]=[CH:21][CH:20]=1.N1C=CC=CC=1.Cl>O1CCOCC1>[N:22]1[CH:23]=[CH:24][C:19]([C:18]([N:6]2[C:5]3[CH:4]=[CH:3][CH:2]=[CH:1][C:11]=3[C:10](=[O:12])[NH:9][C:8]3[CH:13]=[CH:14][CH:15]=[CH:16][C:7]2=3)=[O:25])=[CH:20][CH:21]=1 |f:1.2|. Reactants: ice, C1=CC=CC=2NC3=C(NC(C21)=O)C=CC=C3 (5,10-dihydro-11H-dibenzo[b,e][1,4]diazepin-11-one), Cl.C(C1=CC=NC=C1)(=O)Cl (isonicotinic acid chloride hydrochloride), N1=CC=CC=C1 (pyridine), Cl (hydrochloric acid). Solvent: O1CCOCC1 (dioxan).